Dataset: the Open Reaction Database (ORD), a public repository of structured organic reaction records. Task: describe an organic reaction: reactants, conditions, products, and yield Starting materials: BrC1=CC(=CN(C1=O)C1CCCC1)C(=O)OC (methyl 5-bromo-1-cyclopentyl-6-oxo-1,6-dihydropyridine-3-carboxylate), N1N=CC=C1 (pyrazole), C(=O)([O-])[O-].[K+].[K+] (K2CO3), N1—N2-dimethylethane-1,2-diamine. The reagents and catalysts are [Cu]I (CuI). Run in C1(=CC=CC=C1)C (toluene). Reaction conditions: temperature 100 celsius. The product is C1(CCCC1)N1C=C(C=C(C1=O)N1N=CC=C1)C(=O)OC (Methyl 1-cyclopentyl-6-oxo-5-(1H-pyrazol-1-yl)-1,6-dihydropyridine-3-carboxylate). Reaction SMILES: Br[C:2]1[C:7](=[O:8])[N:6]([CH:9]2[CH2:13][CH2:12][CH2:11][CH2:10]2)[CH:5]=[C:4]([C:14]([O:16][CH3:17])=[O:15])[CH:3]=1.[NH:18]1[CH:22]=[CH:21][CH:20]=[N:19]1.C([O-])([O-])=O.[K+].[K+]>C1(C)C=CC=CC=1.[Cu]I>[CH:9]1([N:6]2[C:7](=[O:8])[C:2]([N:18]3[CH:22]=[CH:21][CH:20]=[N:19]3)=[CH:3][C:4]([C:14]([O:16][CH3:17])=[O:15])=[CH:5]2)[CH2:13][CH2:12][CH2:11][CH2:10]1 |f:2.3.4|. Procedure details: A mixture of methyl 5-bromo-1-cyclopentyl-6-oxo-1,6-dihydropyridine-3-carboxylate (300 mg, 1.00 mmol), pyrazole (23 mg, 0.34 mmol), K2CO3 (99 mg, 0.72 mmol), CuI (9.1 mg, 0.048 mmol), N1—N2-dimethylethane-1,2-diamine (5 uL, 0.048 mmol) in toluene (3 mL) was heated to 100° C. for 17 h. The mixture was brought to RT and quenched with saturated NH4Cl, brine, dried over MgSO4 and chromatographed on silica gel using 3:1 hexanes:ethylacetate to afford the title compound as a white solid. MS m/z: 288 (... Reactants: CC(=O)O, CCO, O=C(OC1CCCCC1C(C[N+](=O)[O-])c1ccc(Cl)cc1)c1ccc([N+](=O)[O-])cc1, [Na+], [OH-]. Yields the product O=[N+]([O-])CC(c1ccc(Cl)cc1)C1CCCCC1O. Reaction SMILES: [CH3:33][C:34](=[O:35])[OH:36].[CH3:37][CH2:38][OH:39].[N+:3]([c:4]1[cH:5][cH:6][c:7]([C:8](=[O:9])[O:12][CH:13]2[CH:14]([CH:19]([c:20]3[cH:21][cH:22][c:23]([Cl:26])[cH:24][cH:25]3)[CH2:27][N+:28](=[O:29])[O-:30])[CH2:15][CH2:16][CH2:17][CH2:18]2)[cH:10][cH:11]1)([O-:31])=[O:32].[Na+:2].[OH-:1]>>[OH:12][CH:13]1[CH:14]([CH:19]([c:20]2[cH:21][cH:22][c:23]([Cl:26])[cH:24][cH:25]2)[CH2:27][N+:28](=[O:29])[O-:30])[CH2:15][CH2:16][CH2:17][CH2:18]1. Reactants: C(C)O (ethanol), C(CCCCCCCCC)(=O)OOC(CCCCCCCCC)=O (decanoyl peroxide). The product is C1(\C=C/C(=O)O1)=O (maleic anhydride), C(=C)OC (methyl vinyl ether), solution. Isolated yield 50.0%. Reaction SMILES: [C:1](O[O:13][C:14](=[O:24])[CH2:15][CH2:16][CH2:17]CCCCCC)(=O)CCCCCCCCC.[CH2:25]([OH:27])[CH3:26]>>[C:14]1(=[O:24])[O:13][C:17](=[O:27])[CH:16]=[CH:15]1.[CH:25]([O:27][CH3:1])=[CH2:26]. Reported procedure: Zamora, U.S. Pat. No. 5,233,367, Example 1 (which used decanoyl peroxide as the polymerization initiator) was repeated to provide the ethyl half-ester copolymer of maleic anhydride and methyl vinyl ether as a 50% solution in ethanol. A hair spray composition was prepared at 55% VOC using this copolymer solution, and its properties were determined in comparative testing with similar hair spray compositions containing the copolymer solution of the invention. Starting materials: [N+](=O)([O-])C1=C(C(=O)Cl)C=CC=C1 (2-nitrobenzoyl chloride), O1C(OCC1)C1=CC=C(C=C1)C1=NN=NN1 (5-[4-(1,3-dioxolan-2-yl)phenyl]-1H-tetrazole), N1=CC=CC=C1 (pyridine). The solvent is O (water). Yields the product O1C(OCC1)C1=CC=C(C=C1)C=1OC(=NN1)C1=C(C=CC=C1)[N+](=O)[O-] (2-[4-(1,3-dioxolan-2-yl)phenyl]-5-(2-nitrophenyl)-1,3,4-oxadiazole). Isolated yield 77.2%. RXN SMILES: [N+:1]([C:4]1[CH:12]=[CH:11][CH:10]=[CH:9][C:5]=1[C:6](Cl)=[O:7])([O-:3])=[O:2].[O:13]1[CH2:17][CH2:16][O:15][CH:14]1[C:18]1[CH:23]=[CH:22][C:21]([C:24]2NN=[N:26][N:25]=2)=[CH:20][CH:19]=1.N1C=CC=CC=1>O>[O:13]1[CH2:17][CH2:16][O:15][CH:14]1[C:18]1[CH:19]=[CH:20][C:21]([C:24]2[O:7][C:6]([C:5]3[CH:9]=[CH:10][CH:11]=[CH:12][C:4]=3[N+:1]([O-:3])=[O:2])=[N:26][N:25]=2)=[CH:22][CH:23]=1. Procedure: A mixture of 2-nitrobenzoyl chloride (0.190 g), 5-[4-(1,3-dioxolan-2-yl)phenyl]-1H-tetrazole (0.200 g) and pyridine (5 ml) was heated under reflux for 1 hr. After cooling, water was added to the reaction mixture, and the crystals were collected by filtration, and dissolved in ethyl acetate. This solution was washed with 1 M hydrochloric acid, water and saturated brine, dried over anhydrous magnesium sulfate and concentrated. The residue was washed with hexane to give 2-[4-(1,3-dioxolan-2-yl)phen... The reactants are [Cl-].[Na+] (sodium chloride), [N+](#[C-])C(C)P(OCC)(OCC)=O (diethyl α-isocyanoethylphosphonate), CC(C)([O-])C.[K+] (potassium tert. butoxide), C1OC2(CC3=CC[C@H]4[C@@H]5CCC([C@@]5(C)CC[C@@]4([C@]3(CC2)C)O)=O)OC1 (3,3-ethylenedioxy-9α-hydroxyandrost-5-en-17-one). Solvent: O (water), O1CCCC1 (tetrahydrofuran), O1CCCC1 (tetrahydrofuran). Run at temperature 3 celsius, time 5 hour. Product: [N+](#[C-])C(C)=C1CC[C@H]2[C@@H]3CC=C4CC5(CC[C@]4(C)[C@]3(CC[C@]12C)O)OCCO5 (20-Isocyano-3,3-ethylenedioxypregna-5,17(20)-dien-9α-ol). Isolated yield 69.8%. RXN SMILES: CC(C)([O-])C.[K+].[CH2:7]1[CH2:31][O:30][C:9]2([CH2:26][CH2:25][C@@:24]3([CH3:27])[C:11](=[CH:12][CH2:13][C@@H:14]4[C@:23]3([OH:28])[CH2:22][CH2:21][C@@:19]3([CH3:20])[C@H:15]4[CH2:16][CH2:17][C:18]3=O)[CH2:10]2)[O:8]1.[N+:32]([CH:34](P(=O)(OCC)OCC)[CH3:35])#[C-:33].[Cl-].[Na+]>O1CCCC1.O>[N+:32]([C:34](=[C:18]1[C@:19]2([CH3:20])[C@H:15]([C@H:14]3[C@:23]([OH:28])([CH2:22][CH2:21]2)[C@:24]2([CH3:27])[C:11]([CH2:10][C:9]4([O:30][CH2:31][CH2:7][O:8]4)[CH2:26][CH2:25]2)=[CH:12][CH2:13]3)[CH2:16][CH2:17]1)[CH3:35])#[C-:33] |f:0.1,4.5|. Procedure details: Under a nitrogen atmosphere potassium tert. butoxide (2.80 g) was added to a stirred solution of 3,3-ethylenedioxy-9α-hydroxyandrost-5-en-17-one (3.70 g) in dry tetrahydrofuran (75 ml) at 0° C. After stirring at this temperature for 10 minutes a solution of diethyl α-isocyanoethylphosphonate (8.09 g) in dry tetrahydrofuran (20 ml) was added dropwise over 45 minutes, while keeping the temperature below 3° C. The reaction mixture was stirred at 3° C. for 5 hours. Stirring was continued at room tem...